From a dataset of the Open Reaction Database (ORD), a public repository of structured organic reaction records. describe an organic reaction: reactants, conditions, products, and yield The reactants are C, CCO, [Pd], OCc1cccc(C2=CCSC2)c1. Yields the product OCc1cccc(C2CCSC2)c1. As a reaction SMILES: [C:17].[CH3:14][CH2:15][OH:16].[Pd:18].[S:1]1[CH2:2][C:3]([c:6]2[cH:7][c:8]([CH2:9][OH:10])[cH:11][cH:12][cH:13]2)=[CH:4][CH2:5]1>>[S:1]1[CH2:2][CH:3]([c:6]2[cH:7][c:8]([CH2:9][OH:10])[cH:11][cH:12][cH:13]2)[CH2:4][CH2:5]1. Yields the product C(#N)CCCC(C(=O)Cl)(C)C (5-cyano-2,2-dimethyl-pentanoyl chloride). Procedure: Oxalyl chloride (0.39 mL, 4.5 mmol) was added to a 0-5° C. solution of 5-cyano-2,2-dimethyl-pentanoic acid (0.462 g, 2.98 mmol) in 3 mL of dichloromethane, and the mixture was stirred for 3 h then concentrated to afford crude 5-cyano-2,2-dimethyl-pentanoyl chloride as a yellow oil, which was immediately used in the next step. RXN SMILES: C(Cl)(=O)C([Cl:4])=O.[C:7]([CH2:9][CH2:10][CH2:11][C:12]([CH3:17])([CH3:16])[C:13](O)=[O:14])#[N:8]>ClCCl>[C:7]([CH2:9][CH2:10][CH2:11][C:12]([CH3:17])([CH3:16])[C:13]([Cl:4])=[O:14])#[N:8]. Reactants: C(C(=O)Cl)(=O)Cl (Oxalyl chloride), C(#N)CCCC(C(=O)O)(C)C (5-cyano-2,2-dimethyl-pentanoic acid). Solvent: ClCCl (dichloromethane). Run at time 3 hour. The reactants are CC(C)([O-])C.[K+] (potassium t-butoxide), O1C(OCC1)C1=C(C=C2CCC(NC2=N1)=O)OC (7-[1,3]dioxolan-2-yl-6-methoxy-3,4-dihydro-1H-[1,8]naphthyridin-2-one), CI (methyl iodide). Run in O (water), CN(C)C=O (DMF). Run at time 30 minute. The product is O1C(OCC1)C1=C(C=C2CCC(N(C2=N1)C)=O)OC (7-[1,3]dioxolan-2-yl-6-methoxy-1-methyl-3,4-dihydro-1H-[1,8]naphthyridin-2-one). As a reaction SMILES: [O:1]1[CH2:5][CH2:4][O:3][CH:2]1[C:6]1[N:15]=[C:14]2[C:9]([CH2:10][CH2:11][C:12](=[O:16])[NH:13]2)=[CH:8][C:7]=1[O:17][CH3:18].[CH3:19]C(C)([O-])C.[K+].CI>CN(C=O)C.O>[O:3]1[CH2:4][CH2:5][O:1][CH:2]1[C:6]1[N:15]=[C:14]2[C:9]([CH2:10][CH2:11][C:12](=[O:16])[N:13]2[CH3:19])=[CH:8][C:7]=1[O:17][CH3:18] |f:1.2|. Reported procedure: To a solution of 0.1 g (0.4 mmol) 7-[1,3]dioxolan-2-yl-6-methoxy-3,4-dihydro-1H-[1,8]naphthyridin-2-one in 1 ml of DMF cooled to 5° C. was added 0.5 ml (0.5 mmol) of potassium t-butoxide (1M solution in THF). The reaction mixture was stirred fo 30 minutes. To this mixture was added 0.06 ml (1 mmol) of methyl iodide and the reaction stirred at ambient temperature for 2 hours. The reaction mixture was diluted with 5 ml of water and extracted with ethyl acetate. The ethyl acetate extract was dried ... Reactants: C(CCC)N(C1=CC=C(C=O)C=C1)CCCC (4-(dibutylamino)benzaldehyde), CC(C(=O)NC1=CC(=CC=C1)C1CCNCC1)C (2-methyl-N-[3-(4-piperidinyl)phenyl]propanamide). The product is C(CCC)N(C1=CC=C(CN2CCC(CC2)C=2C=C(C=CC2)NC(C(C)C)=O)C=C1)CCCC (N-(3-{1-[4-(DIBUTYLAMINO)BENZYL]-4-PIPERIDINYL}PHENYL)-2-METHYLPROPANAMIDE). As a reaction SMILES: [CH2:1]([N:5]([CH2:14][CH2:15][CH2:16][CH3:17])[C:6]1[CH:13]=[CH:12][C:9]([CH:10]=O)=[CH:8][CH:7]=1)[CH2:2][CH2:3][CH3:4].[CH3:18][CH:19]([CH3:35])[C:20]([NH:22][C:23]1[CH:28]=[CH:27][CH:26]=[C:25]([CH:29]2[CH2:34][CH2:33][NH:32][CH2:31][CH2:30]2)[CH:24]=1)=[O:21]>>[CH2:1]([N:5]([CH2:14][CH2:15][CH2:16][CH3:17])[C:6]1[CH:13]=[CH:12][C:9]([CH2:10][N:32]2[CH2:33][CH2:34][CH:29]([C:25]3[CH:24]=[C:23]([NH:22][C:20](=[O:21])[CH:19]([CH3:18])[CH3:35])[CH:28]=[CH:27][CH:26]=3)[CH2:30][CH2:31]2)=[CH:8][CH:7]=1)[CH2:2][CH2:3][CH3:4]. Reported procedure: Prepared by Procedure F and Scheme R using 4-(dibutylamino)benzaldehyde and 2-methyl-N-[3-(4-piperidinyl)phenyl]propanamide: ESMS m/e: 464.6 (M+H)+. Starting materials: CCOc1nc(Br)c(C=O)n1Cc1ccc(-c2ccccc2C(=O)OC(C)(C)C)cc1F, CCOC(C)=O, CN(C)C=O, c1ccc(P(c2ccccc2)(c2ccccc2)[Pd](P(c2ccccc2)(c2ccccc2)c2ccccc2)(P(c2ccccc2)(c2ccccc2)c2ccccc2)P(c2ccccc2)(c2ccccc2)c2ccccc2)cc1. Yields the product C=Cc1nc(OCC)n(Cc2ccc(-c3ccccc3C(=O)OC(C)(C)C)cc2F)c1C=O. RXN SMILES: [C:1]([CH3:2])([CH3:3])([CH3:4])[O:5][C:6](=[O:7])[c:8]1[c:9](-[c:14]2[cH:15][c:16]([F:32])[c:17]([CH2:20][n:21]3[c:22]([O:29][CH2:30][CH3:31])[n:23][c:24]([Br:28])[c:25]3[CH:26]=[O:27])[cH:18][cH:19]2)[cH:10][cH:11][cH:12][cH:13]1.[CH3:38][CH2:39][O:40][C:41]([CH3:42])=[O:43].[O:33]=[CH:34][N:35]([CH3:36])[CH3:37].[cH:44]1[cH:45][cH:46][c:47]([P:48]([Pd:49]([P:50]([c:51]2[cH:52][cH:53][cH:54][cH:55][cH:56]2)([c:57]2[cH:58][cH:59][cH:60][cH:61][cH:62]2)[c:63]2[cH:64][cH:65][cH:66][cH:67][cH:68]2)([P:69]([c:70]2[cH:71][cH:72][cH:73][cH:74][cH:75]2)([c:76]2[cH:77][cH:78][cH:79][cH:80][cH:81]2)[c:82]2[cH:83][cH:84][cH:85][cH:86][cH:87]2)[P:88]([c:89]2[cH:90][cH:91][cH:92][cH:93][cH:94]2)([c:95]2[cH:96][cH:97][cH:98][cH:99][cH:100]2)[c:101]2[cH:102][cH:103][cH:104][cH:105][cH:106]2)([c:107]2[cH:108][cH:109][cH:110][cH:111][cH:112]2)[c:113]2[cH:114][cH:115][cH:116][cH:117][cH:118]2)[cH:119][cH:120]1>>[C:1]([CH3:2])([CH3:3])([CH3:4])[O:5][C:6](=[O:7])[c:8]1[c:9](-[c:14]2[cH:15][c:16]([F:32])[c:17]([CH2:20][n:21]3[c:22]([O:29][CH2:30][CH3:31])[n:23][c:24]([CH:38]=[CH2:39])[c:25]3[CH:26]=[O:27])[cH:18][cH:19]2)[cH:10][cH:11][cH:12][cH:13]1. Product: Cn1c(=O)c2c(nc(C3CCCC3)n2Cc2c(F)cccc2Cl)n(C)c1=O. Starting materials: Cn1c(=O)c2[nH]c(C3CCCC3)nc2n(C)c1=O, Fc1cccc(Cl)c1CBr, [K+], [K+], O=C([O-])[O-], CN(C)C=O. As a reaction SMILES: [CH:1]1([c:6]2[n:7][c:8]3[n:9]([CH3:18])[c:10](=[O:17])[n:11]([CH3:16])[c:12](=[O:15])[c:13]3[nH:14]2)[CH2:2][CH2:3][CH2:4][CH2:5]1.[Cl:25][c:26]1[c:27]([CH2:28][Br:29])[c:30]([F:34])[cH:31][cH:32][cH:33]1.[K+:19].[K+:20].[O-:21][C:22]([O-:23])=[O:24].[O:35]=[CH:36][N:37]([CH3:38])[CH3:39]>>[CH:1]1([c:6]2[n:7][c:8]3[n:9]([CH3:18])[c:10](=[O:17])[n:11]([CH3:16])[c:12](=[O:15])[c:13]3[n:14]2[CH2:28][c:27]2[c:26]([Cl:25])[cH:33][cH:32][cH:31][c:30]2[F:34])[CH2:2][CH2:3][CH2:4][CH2:5]1. The reactants are Cc1c[nH]c(S(C)=O)c1[N+](=O)[O-], Cl, Cl, N=C(N)Nc1nc(CSCCN)cs1. Product: Cc1c[nH]c(NCCSCc2csc(NC(=N)N)n2)c1[N+](=O)[O-]. As a reaction SMILES: [CH3:17][S:18](=[O:19])[c:20]1[nH:21][cH:22][c:23]([CH3:28])[c:24]1[N+:25](=[O:26])[O-:27].[ClH:1].[ClH:2].[NH:3]([C:4](=[NH:5])[NH2:6])[c:7]1[s:8][cH:9][c:10]([CH2:12][S:13][CH2:14][CH2:15][NH2:16])[n:11]1>>[NH:3]([C:4](=[NH:5])[NH2:6])[c:7]1[s:8][cH:9][c:10]([CH2:12][S:13][CH2:14][CH2:15][NH:16][c:20]2[nH:21][cH:22][c:23]([CH3:28])[c:24]2[N+:25](=[O:26])[O-:27])[n:11]1. Starting materials: O=C(CCCC#CCCCO)C (9-oxodec-4-yn-1-ol), CC(=O)C.OS(=O)(=O)O.O=[Cr](=O)=O (Jones reagent). Solvent: CC(=O)C (acetone). Run at temperature 0 celsius. Yields the product O=C(CCCC#CCCC(=O)O)C (9-Oxodec-4-ynoic acid). Reaction SMILES: [O:1]=[C:2]([CH3:12])[CH2:3][CH2:4][CH2:5][C:6]#[C:7][CH2:8][CH2:9][CH2:10][OH:11].CC(C)=[O:15].OS(O)(=O)=O.O=[Cr](=O)=O>CC(C)=O>[O:1]=[C:2]([CH3:12])[CH2:3][CH2:4][CH2:5][C:6]#[C:7][CH2:8][CH2:9][C:10]([OH:15])=[O:11] |f:1.2.3|. Reported procedure: 20 Grams of 9-oxodec-4-yn-1-ol of Example 16 is dissolved in 200 ml of acetone and cooled to 0° C. The cold solution is stirred and treated dropwise with 90 ml of 2.67 molar Jones reagent (chromic acid in sulfuric acid and water). The acetone solution is decanted from the solid chromium salts, which are then rinsed with fresh acetone. The acetone solutions are combined and poured into a mixture of ether and water. The ether layer is separated from the water, washed once with water, and then extr...